This data is from the Open Reaction Database (ORD), a public repository of structured organic reaction records. The task is: describe an organic reaction: reactants, conditions, products, and yield Reactants: O=C([O-])O, CC(=O)OC(C)=O, CCOC(=O)C(C)Oc1ccnn1-c1c(Cl)cc(C(F)(F)F)cc1Cl, [Na+], O, O=[N+]([O-])O. The product is CCOC(=O)C(C)Oc1c([N+](=O)[O-])cnn1-c1c(Cl)cc(C(F)(F)F)cc1Cl. As a reaction SMILES: [C:31](=[O:32])([O-:33])[OH:34].[CH3:36][C:37]([O:38][C:39](=[O:40])[CH3:41])=[O:42].[Cl:1][c:2]1[c:3](-[n:13]2[n:14][cH:15][cH:16][c:17]2[O:18][CH:19]([CH3:20])[C:21](=[O:22])[O:23][CH2:24][CH3:25])[c:4]([Cl:12])[cH:5][c:6]([C:8]([F:9])([F:10])[F:11])[cH:7]1.[Na+:35].[OH2:30].[OH:26][N+:27]([O-:28])=[O:29]>>[Cl:1][c:2]1[c:3](-[n:13]2[n:14][cH:15][c:16]([N+:27](=[O:26])[O-:28])[c:17]2[O:18][CH:19]([CH3:20])[C:21](=[O:22])[O:23][CH2:24][CH3:25])[c:4]([Cl:12])[cH:5][c:6]([C:8]([F:9])([F:10])[F:11])[cH:7]1.